Dataset: the Open Reaction Database (ORD), a public repository of structured organic reaction records. Task: describe an organic reaction: reactants, conditions, products, and yield The reactants are FC1=CC=C(C(=O)CC(=O)OCC)C=C1 (ethyl p-fluorobenzoylacetate), S(=O)(=O)(Cl)Cl (sulfuryl chloride). Solvent: C(Cl)(Cl)Cl (chloroform). Product: ClC1=C(C(=O)CC(=O)OCC)C=CC(=C1)F (ethyl 2-chloro-(p-fluoro)-benzoylacetate). Yield: 88.3%. RXN SMILES: [F:1][C:2]1[CH:15]=[CH:14][C:5]([C:6]([CH2:8][C:9]([O:11][CH2:12][CH3:13])=[O:10])=[O:7])=[CH:4][CH:3]=1.S(Cl)([Cl:19])(=O)=O>C(Cl)(Cl)Cl>[Cl:19][C:4]1[CH:3]=[C:2]([F:1])[CH:15]=[CH:14][C:5]=1[C:6]([CH2:8][C:9]([O:11][CH2:12][CH3:13])=[O:10])=[O:7]. Reported procedure: A mixture of 10.5 g (0.05 mole) of ethyl p-fluorobenzoylacetate, 6.7 g (0.05 mole) of sulfuryl chloride and 30 ml. of chloroform was held at reflux for 18 hours and cooled. The chloroform solution was washed with water, dried (MgSO4) and concentrated under reduced pressure. The residue was distilled to give 10.8 g (88%) of ethyl 2-chloro-(p-fluoro)-benzoylacetate as an oil. A mixture of 10.8 g (0.0441 mole) of ethyl 2-chloro-(p-fluoro)benzoylacetate, 3.36 g (0.0441 mole) of thiourea, 20 ml. of w... The reactants are ClC1=C(C=CC=C1)C1=CC(=CC=C1)C(C)=O (1-(2′-chloro-1,1′-biphenyl-3-yl)ethanone), S1C(NC(C1)=O)=O (2,4-thiazolidinedione), C(C)(=O)[O-].[Na+] (sodium acetate), C(C)(=O)OC(C)=O (acetic anhydride). Solvent: C=1(C(=CC=CC1)C)C (xylene). Product: ClC1=C(C=CC=C1)C1=CC(=CC=C1)\C(\C)=C/1\C(NC(S1)=O)=O ((5Z)-5-[1-(2′-chloro-1,1′-biphenyl-3-yl)ethylidene]-1,3-thiazolidine-2,4-dione). As a reaction SMILES: [Cl:1][C:2]1[CH:7]=[CH:6][CH:5]=[CH:4][C:3]=1[C:8]1[CH:13]=[CH:12][CH:11]=[C:10]([C:14](=O)[CH3:15])[CH:9]=1.[S:17]1[CH2:21][C:20](=[O:22])[NH:19][C:18]1=[O:23].C([O-])(=O)C.[Na+].C(OC(=O)C)(=O)C>C1(C)C(C)=CC=CC=1>[Cl:1][C:2]1[CH:7]=[CH:6][CH:5]=[CH:4][C:3]=1[C:8]1[CH:13]=[CH:12][CH:11]=[C:10](/[C:14](=[C:21]2/[C:20](=[O:22])[NH:19][C:18](=[O:23])[S:17]/2)/[CH3:15])[CH:9]=1 |f:2.3|. Reported procedure: To a solution of 1-(2′-chloro-1,1′-biphenyl-3-yl)ethanone (145 mg, 0.63 mmol) and 2,4-thiazolidinedione (67 mg, 0.57 mmol) in xylene (1.9 mL), sodium acetate (38 mg, 0.28 mmol) and acetic anhydride (53 μL, 0.57 mmol) were added and the solution was heated in a sealed tube for 16 h. It was then cooled to rt, partitioned between ethyl acetate and water, washed with saturated sodium bicarbonate, brine and dried over sodium sulfate. Finally filtered, concentrated and purified by chromatography. (hex... Reagents/catalysts: C(C1=CC=CC=C1)(=O)OOC(C1=CC=CC=C1)=O (benzoyl peroxide). Isolated yield 59.4%. Procedure: A mixture of 5,6-dimethoxy-3H-isobenzofuran-1-one (10 g, 51.5 mmoles), obtained as described in example 1, under N2 in CCl4 (250 ml), N-bromo-succinimide (13.88 g, 77.25 mmoles) and benzoyl peroxide (320 mg, 1.23 mmoles) was kept under reflux for 2 hours, then cooled, filtered and washed with a 10% Na2SO3 solution (200 ml), then with water, anhydrified and brought to dryness. The residue was taken up with 5% HCl (100 ml) and kept under reflux for 4 hours, then the solution was cooled, basified w... Starting materials: COC=1C=C2COC(C2=CC1OC)=O (5,6-dimethoxy-3H-isobenzofuran-1-one), BrN1C(CCC1=O)=O (N-bromo-succinimide). The solvent is C(Cl)(Cl)(Cl)Cl (CCl4). The product is C(=O)C1=C(C(=O)O)C=C(C(=C1)OC)OC (2-Formyl-4,5-dimethoxy-benzoic acid). As a reaction SMILES: [CH3:1][O:2][C:3]1[CH:4]=[C:5]2[C:9](=[CH:10][C:11]=1[O:12][CH3:13])[C:8](=[O:14])[O:7][CH2:6]2.BrN1C(=[O:21])CCC1=O>C(Cl)(Cl)(Cl)Cl.C(OOC(=O)C1C=CC=CC=1)(=O)C1C=CC=CC=1>[CH:6]([C:5]1[CH:4]=[C:3]([O:2][CH3:1])[C:11]([O:12][CH3:13])=[CH:10][C:9]=1[C:8]([OH:7])=[O:14])=[O:21]. RXN SMILES: [CH2:35]([Cl:36])[Cl:37].[CH3:1][O:2][c:3]1[cH:4][c:5]([C:6](=[O:7])[Cl:8])[cH:9][c:10]([O:14][CH3:15])[c:11]1[O:12][CH3:13].[ClH:34].[OH:16][CH2:17][C:18]#[C:19][C:20](=[O:21])[c:22]1[cH:23][c:24]([O:32][CH3:33])[c:25]([O:30][CH3:31])[c:26]([O:28][CH3:29])[cH:27]1.[cH:38]1[cH:39][cH:40][n:41][cH:42][cH:43]1>>[CH3:1][O:2][c:3]1[cH:4][c:5]([C:6](=[O:7])[O:16][CH2:17][C:18]#[C:19][C:20](=[O:21])[c:22]2[cH:23][c:24]([O:32][CH3:33])[c:25]([O:30][CH3:31])[c:26]([O:28][CH3:29])[cH:27]2)[cH:9][c:10]([O:14][CH3:15])[c:11]1[O:12][CH3:13]. The product is COc1cc(C(=O)C#CCOC(=O)c2cc(OC)c(OC)c(OC)c2)cc(OC)c1OC. Starting materials: ClCCl, COc1cc(C(=O)Cl)cc(OC)c1OC, Cl, COc1cc(C(=O)C#CCO)cc(OC)c1OC, c1ccncc1. The reactants are O=C([O-])c1ccccc1C(=O)O[O-], CO, CSc1ncc(-c2ccc(-c3nc(C(F)(F)F)cn3-c3cc(Cl)ccc3Cl)s2)cc1C, ClCCl, [Mg+2], O, O, O, O, O, O. The product is Cc1cc(-c2ccc(-c3nc(C(F)(F)F)cn3-c3cc(Cl)ccc3Cl)s2)cnc1S(C)(=O)=O. As a reaction SMILES: [C:38]([O:39][O-:40])(=[O:41])[c:42]1[c:43]([C:48]([O-:49])=[O:50])[cH:44][cH:45][cH:46][cH:47]1.[CH3:55][OH:56].[Cl:1][c:2]1[c:3](-[n:9]2[c:10](-[c:18]3[cH:19][cH:20][c:21](-[c:23]4[cH:24][c:25]([CH3:31])[c:26]([S:29][CH3:30])[n:27][cH:28]4)[s:22]3)[n:11][c:12]([C:14]([F:15])([F:16])[F:17])[cH:13]2)[cH:4][c:5]([Cl:8])[cH:6][cH:7]1.[Cl:52][CH2:53][Cl:54].[Mg+2:51].[OH2:32].[OH2:33].[OH2:34].[OH2:35].[OH2:36].[OH2:37]>>[Cl:1][c:2]1[c:3](-[n:9]2[c:10](-[c:18]3[cH:19][cH:20][c:21](-[c:23]4[cH:24][c:25]([CH3:31])[c:26]([S:29]([CH3:30])(=[O:32])=[O:33])[n:27][cH:28]4)[s:22]3)[n:11][c:12]([C:14]([F:15])([F:16])[F:17])[cH:13]2)[cH:4][c:5]([Cl:8])[cH:6][cH:7]1. Reactants: OC=1C=C2CCC(CC2=CC1)N1CCN(CC1)C1=C(C=CC=C1)OC (1,2,3,4-tetrahydro-6-hydroxy-2-[4-(2-methoxyphenyl)-1-piperazinyl]-naphthalene), C(C)(=O)OC(C)=O (acetic anhydride). The solvent is N1=CC=CC=C1 (pyridine). Run at time 3 hour. The product is C(C)(=O)OC=1C=C2CCC(CC2=CC1)N1CCN(CC1)C1=C(C=CC=C1)OC (1,2,3,4-Tetrahydro-6-acetoxy-2-[4-(2-methoxyphenyl)-1-piperazinyl]-naphthalene). RXN SMILES: [OH:1][C:2]1[CH:3]=[C:4]2[C:9](=[CH:10][CH:11]=1)[CH2:8][CH:7]([N:12]1[CH2:17][CH2:16][N:15]([C:18]3[CH:23]=[CH:22][CH:21]=[CH:20][C:19]=3[O:24][CH3:25])[CH2:14][CH2:13]1)[CH2:6][CH2:5]2.[C:26](OC(=O)C)(=[O:28])[CH3:27]>N1C=CC=CC=1>[C:26]([O:1][C:2]1[CH:3]=[C:4]2[C:9](=[CH:10][CH:11]=1)[CH2:8][CH:7]([N:12]1[CH2:13][CH2:14][N:15]([C:18]3[CH:23]=[CH:22][CH:21]=[CH:20][C:19]=3[O:24][CH3:25])[CH2:16][CH2:17]1)[CH2:6][CH2:5]2)(=[O:28])[CH3:27]. Reported procedure: 170 mg of 1,2,3,4-tetrahydro-6-hydroxy-2-[4-(2-methoxyphenyl)-1-piperazinyl]-naphthalene are added to 2 ml of pyridine, 70 μl of acetic anhydride are added dropwise and the solution left to stand at room temperature for 3 hours. The reaction solution is finally evaporated to dryness, the residue taken up in ethyl acetate, washed with IN sodium carbonate solution, dried and evaporated to dryness. The raw title product so obtained is converted to the hydrochloride salt form and recrystallized from... Starting materials: CCCC[N+](CCCC)(CCCC)CCCC, C1CCOC1, COc1ccc(-c2cc3cc(OC)cc(C=O)c3o2)cc1, C[Si](C)(C)C(F)(F)F, Cl, [F-]. Yields the product COc1ccc(-c2cc3cc(OC)cc(C(O)C(F)(F)F)c3o2)cc1. As a reaction SMILES: [CH2:31]([N+:32]([CH2:33][CH2:34][CH2:35][CH3:36])([CH2:37][CH2:38][CH2:39][CH3:40])[CH2:41][CH2:42][CH2:43][CH3:44])[CH2:45][CH2:46][CH3:47].[CH2:49]1[O:50][CH2:51][CH2:52][CH2:53]1.[CH3:1][O:2][c:3]1[cH:4][c:5]([CH:20]=[O:21])[c:6]2[c:7]([cH:8][c:9](-[c:11]3[cH:12][cH:13][c:14]([O:17][CH3:18])[cH:15][cH:16]3)[o:10]2)[cH:19]1.[CH3:22][Si:23]([CH3:24])([CH3:25])[C:26]([F:27])([F:28])[F:29].[ClH:48].[F-:30]>>[CH3:1][O:2][c:3]1[cH:4][c:5]([CH:20]([OH:21])[C:26]([F:27])([F:28])[F:29])[c:6]2[c:7]([cH:8][c:9](-[c:11]3[cH:12][cH:13][c:14]([O:17][CH3:18])[cH:15][cH:16]3)[o:10]2)[cH:19]1.